Dataset: the Open Reaction Database (ORD), a public repository of structured organic reaction records. Task: describe an organic reaction: reactants, conditions, products, and yield The reactants are CC(=O)c1ccc2c(c1)CC(C)(NC(=O)c1ccccc1)C2, CCO, Cl. Yields the product CCc1ccc2c(c1)CC(C)(NC(=O)c1ccccc1)C2. RXN SMILES: [C:1]([CH3:2])(=[O:3])[c:4]1[cH:5][c:6]2[c:10]([cH:11][cH:12]1)[CH2:9][C:8]([CH3:13])([NH:14][C:15]([c:16]1[cH:17][cH:18][cH:19][cH:20][cH:21]1)=[O:22])[CH2:7]2.[CH3:23][CH2:24][OH:25].[ClH:26]>>[CH2:1]([CH3:2])[c:4]1[cH:5][c:6]2[c:10]([cH:11][cH:12]1)[CH2:9][C:8]([CH3:13])([NH:14][C:15]([c:16]1[cH:17][cH:18][cH:19][cH:20][cH:21]1)=[O:22])[CH2:7]2. The reactants are S(O)(O)(=O)=O (sulfuric acid), [N+](=O)([O-])C1=C(C=CC(=O)O)C=CC=C1 (2-nitrocinnamic acid), C([O-])(O)=O.[Na+] (sodium bicarbonate). Run in CO (methanol). Reaction conditions: temperature 70 celsius, time 12 hour. Product: [N+](=O)([O-])C1=C(C=CC(=O)OC)C=CC=C1 (Methyl 2-Nitrocinnamate). The yield is 99.0%. As a reaction SMILES: [N+:1]([C:4]1[CH:14]=[CH:13][CH:12]=[CH:11][C:5]=1[CH:6]=[CH:7][C:8]([OH:10])=[O:9])([O-:3])=[O:2].S(=O)(=O)(O)O.[C:20](=O)(O)[O-].[Na+]>CO>[N+:1]([C:4]1[CH:14]=[CH:13][CH:12]=[CH:11][C:5]=1[CH:6]=[CH:7][C:8]([O:10][CH3:20])=[O:9])([O-:3])=[O:2] |f:2.3|. Procedure: To a solution of 2-nitrocinnamic acid (7) (10.38 g, 53.76 mmol) dissolved in methanol (200 ml) was dropped a small amount of concentrated sulfuric acid at room temperature, and the reaction mixture was stirred at 70° C. for 12 hours. After the reaction was completed, the resulting solution was basified with a saturated aqueous solution of sodium bicarbonate to weak basicity and extracted with dichloromethane three times. Then, the organic phase was dried with anhydrous magnesium sulfate and dist... Reactants: O=C(O)C(O)C(O)C(=O)O, CC(C)(C)OO, COC(C)OCOCCCCCCCCC=CCO, Cc1ccccc1, ClCCl, O. The product is COC(C)OCOCCCCCCCCC1OC1CO. Reaction SMILES: [C:20]([OH:21])(=[O:23])[CH:24]([OH:22])[CH:25]([C:26]([OH:27])=[O:28])[OH:29].[C:33]([O:34][OH:35])([CH3:36])([CH3:37])[CH3:38].[CH3:1][O:2][CH:3]([CH3:4])[O:5][CH2:6][O:7][CH2:8][CH2:9][CH2:10][CH2:11][CH2:12][CH2:13][CH2:14][CH2:15][CH:16]=[CH:17][CH2:18][OH:19].[CH3:39][c:40]1[cH:41][cH:42][cH:43][cH:44][cH:45]1.[Cl:30][CH2:31][Cl:32].[OH2:46]>>[CH3:1][O:2][CH:3]([CH3:4])[O:5][CH2:6][O:7][CH2:8][CH2:9][CH2:10][CH2:11][CH2:12][CH2:13][CH2:14][CH2:15][CH:16]1[CH:17]([CH2:18][OH:19])[O:22]1. The reactants are COC=1C=C(C[Mg]Cl)C=CC1 ((3-methoxybenzyl)magnesium chloride), IC1=CC=C(C(=O)N(C)OC)C=C1 (4-iodo-N-methoxy-N-methylbenzamide), Intermediate 1. The product is IC1=CC=C(C=C1)C(C(CC1=CC(=CC=C1)OC)C1=CC(=CC=C1)OC)=O (1-(4-Iodophenyl)-2,3-bis(3-methoxyphenyl)propan-1-one). As a reaction SMILES: [CH3:1][O:2][C:3]1[CH:4]=[C:5]([CH:9]=[CH:10][CH:11]=1)[CH2:6][Mg]Cl.[I:12][C:13]1[CH:24]=[CH:23][C:16]([C:17](N(OC)C)=[O:18])=[CH:15][CH:14]=1>>[I:12][C:13]1[CH:14]=[CH:15][C:16]([C:17](=[O:18])[CH:6]([C:5]2[CH:9]=[CH:10][CH:11]=[C:3]([O:2][CH3:1])[CH:4]=2)[CH2:6][C:5]2[CH:9]=[CH:10][CH:11]=[C:3]([O:2][CH3:1])[CH:4]=2)=[CH:23][CH:24]=1. Reported procedure: The title compound was prepared from (3-methoxybenzyl)magnesium chloride and 4-iodo-N-methoxy-N-methylbenzamide following the procedure outlined for Intermediate 1. 1H NMR (400 MHz, DMSO-d6): δ 7.84 (d, 2H), 7.77 (d, 2H), 7.17 (t, 1H), 7.10 (t, 1H), 6.88-6.83 (m, 2H), 6.77-6.65 (m, 4H), 5.17 (t, 1H), 3.68 (s, 3H), 3.66 (s, 3H), 3.38 (dd, 1H), 2.96 (dd, 1H).